This data is from the Open Reaction Database (ORD), a public repository of structured organic reaction records. The task is: describe an organic reaction: reactants, conditions, products, and yield Reactants: FC1=CC=C(C=C1)C1=NN2C(C=CC=C2)=C1C1=CC=NC=C1 (2-(4-fluorophenyl)-3-(4-pyridyl)-pyrazolo[1,5-α]pyridine), C(CCC)[Li] (n-butyllithium), hexanes, IN1C(CCC1=O)=O (N-iodosuccinimide). The solvent is O1CCCC1 (tetrahydrofuran), CCOCC (ether). Conditions: temperature -78 celsius, time 30 minute. Product: FC1=CC=C(C=C1)C1=NN2C(C=CC=C2I)=C1C1=CC=NC=C1 (2-(4-fluorophenyl)-7-iodo-3-pyridin-4-ylpyrazolo[1,5-α]pyridine). Reaction SMILES: [F:1][C:2]1[CH:7]=[CH:6][C:5]([C:8]2[C:16]([C:17]3[CH:22]=[CH:21][N:20]=[CH:19][CH:18]=3)=[C:11]3[CH:12]=[CH:13][CH:14]=[CH:15][N:10]3[N:9]=2)=[CH:4][CH:3]=1.C([Li])CCC.[I:28]N1C(=O)CCC1=O>O1CCCC1.CCOCC>[F:1][C:2]1[CH:7]=[CH:6][C:5]([C:8]2[C:16]([C:17]3[CH:18]=[CH:19][N:20]=[CH:21][CH:22]=3)=[C:11]3[CH:12]=[CH:13][CH:14]=[C:15]([I:28])[N:10]3[N:9]=2)=[CH:4][CH:3]=1. Procedure: To a stirred solution of 2-(4-fluorophenyl)-3-(4-pyridyl)-pyrazolo[1,5-α]pyridine (100 mg, 0.346 mmol) in 4 mL of tetrahydrofuran at −78° C. under N2 was added 2.5 M n-butyllithium in hexanes (2 eq.). The mixture was stirred at −78° C. for 30 min and N-iodosuccinimide (2.2 eq.) was then added. The mixture was allowed to warm to room temperature after 30 min and was stirred at room temperature for 1 hour. The mixture was diluted with ether and washed with 1N hydrochloric acid solution. The aqueou... Reactants: NC1=C(C=CC(=C1)C=1SC=CC1)NC(C(C(=O)OCC1=CC=CC=C1)C1=CC=CC=C1)=O (Benzyl 3-(2-amino-4-(thiophen-2-yl)phenylamino)-3-oxo-2-phenylpropanoate). The solvent is CC(=O)O (AcOH). Reaction conditions: temperature 100 celsius. Product: C1(=CC=CC=C1)C(C(=O)OCC1=CC=CC=C1)C1=NC2=C(N1)C=C(C=C2)C=2SC=CC2 (Benzyl 2-phenyl-2-(6-(thiophen-2-yl)-1H-benzo[d]imidazol-2-yl)acetate). Reaction SMILES: [NH2:1][C:2]1[CH:7]=[C:6]([C:8]2[S:9][CH:10]=[CH:11][CH:12]=2)[CH:5]=[CH:4][C:3]=1[NH:13][C:14](=O)[CH:15]([C:26]1[CH:31]=[CH:30][CH:29]=[CH:28][CH:27]=1)[C:16]([O:18][CH2:19][C:20]1[CH:25]=[CH:24][CH:23]=[CH:22][CH:21]=1)=[O:17]>CC(O)=O>[C:26]1([CH:15]([C:14]2[NH:1][C:2]3[CH:7]=[C:6]([C:8]4[S:9][CH:10]=[CH:11][CH:12]=4)[CH:5]=[CH:4][C:3]=3[N:13]=2)[C:16]([O:18][CH2:19][C:20]2[CH:25]=[CH:24][CH:23]=[CH:22][CH:21]=2)=[O:17])[CH:31]=[CH:30][CH:29]=[CH:28][CH:27]=1. Procedure: AcOH (3 mL) was added to compound 32 (463 mg, 1.04 mmol) and the reaction heated at 100° C. for 30 min. The solvent was evaporated under reduced pressure. Reactants: N1N=NC(=C1)C(=O)O (1H-1,2,3-triazole-4-carboxylic acid), Cl.NCC(=O)N1[C@@H](CCC1)C#N ((S)-1-(2-aminoacetyl)pyrrolidine-2-carbonitrile hydrochloride), C(C)N(C(C)C)C(C)C (N-ethyl-N-isopropylpropan-2-amine), ClC(=C(C)C)N(C)C (1-chloro-N,N,2-trimethylprop-1-en-1-amine). Solvent: O1CCOCC1 (dioxane). Reaction conditions: time 30 minute. Product: C(#N)[C@H]1N(CCC1)C(CNC(=O)C1=CN=NN1)=O ((S)—N-(2-(2-cyanopyrrolidine-1-yl)-2-oxoethyl)-1H-1,2,3-triazole-5-carboxamide). As a reaction SMILES: [NH:1]1[CH:5]=[C:4]([C:6]([OH:8])=O)[N:3]=[N:2]1.ClC(N(C)C)=C(C)C.Cl.[NH2:18][CH2:19][C:20]([N:22]1[CH2:26][CH2:25][CH2:24][C@H:23]1[C:27]#[N:28])=[O:21].C(N(C(C)C)C(C)C)C>O1CCOCC1>[C:27]([C@@H:23]1[CH2:24][CH2:25][CH2:26][N:22]1[C:20](=[O:21])[CH2:19][NH:18][C:6]([C:4]1[NH:3][N:2]=[N:1][CH:5]=1)=[O:8])#[N:28] |f:2.3|. Procedure details: 1H-1,2,3-triazole-4-carboxylic acid (0.092 g, 0.814 mmol) was dispersed in dry dioxane (3 mL) in a round bottom flask with nitrogen. To this 1-chloro-N,N,2-trimethylprop-1-en-1-amine (0.151 ml, 1.139 mmol) was added and the reaction was stirred for 30 minutes at room temperature. The starting material dissolves over time. Then (S)-1-(2-aminoacetyl)pyrrolidine-2-carbonitrile hydrochloride (0.247 g, 1.302 mmol) with N-ethyl-N-isopropylpropan-2-amine (0.307 ml, 1.709 mmol) was added and the mixture... The reactants are CO, CCCc1nc2ccc(C(=O)c3ccccc3)cc2n1Cc1ccc(C(=O)OC)cc1, [K+], [OH-]. The product is CCCc1nc2ccc(C(=O)c3ccccc3)cc2n1Cc1ccc(C(=O)O)cc1. RXN SMILES: [CH3:34][OH:35].[CH3:3][O:4][C:5]([c:6]1[cH:7][cH:8][c:9]([CH2:12][n:13]2[c:14]([CH2:30][CH2:31][CH3:32])[n:15][c:16]3[c:17]2[cH:18][c:19]([C:22]([c:23]2[cH:24][cH:25][cH:26][cH:27][cH:28]2)=[O:29])[cH:20][cH:21]3)[cH:10][cH:11]1)=[O:33].[K+:2].[OH-:1]>>[O:4]=[C:5]([c:6]1[cH:7][cH:8][c:9]([CH2:12][n:13]2[c:14]([CH2:30][CH2:31][CH3:32])[n:15][c:16]3[c:17]2[cH:18][c:19]([C:22]([c:23]2[cH:24][cH:25][cH:26][cH:27][cH:28]2)=[O:29])[cH:20][cH:21]3)[cH:10][cH:11]1)[OH:33]. Reactants: ClC(=O)OCC (Ethyl chloroformate), NC1CCN(CC1)CC1=CC=CC=C1 (4-amino-1-phenylmethylpiperidine). Solvent: N1=CC=CC=C1 (pyridine). Reaction conditions: time 8 hour. Yields the product C1(=CC=CC=C1)CN1CCC(CC1)NC(OCC)=O (ethyl (1-phenylmethyl-4-piperidyl)-carbamate). Yield: 62.1%. RXN SMILES: Cl[C:2]([O:4][CH2:5][CH3:6])=[O:3].[NH2:7][CH:8]1[CH2:13][CH2:12][N:11]([CH2:14][C:15]2[CH:20]=[CH:19][CH:18]=[CH:17][CH:16]=2)[CH2:10][CH2:9]1>N1C=CC=CC=1>[C:15]1([CH2:14][N:11]2[CH2:12][CH2:13][CH:8]([NH:7][C:2](=[O:3])[O:4][CH2:5][CH3:6])[CH2:9][CH2:10]2)[CH:16]=[CH:17][CH:18]=[CH:19][CH:20]=1. Procedure details: Ethyl chloroformate (30 g, 0.276 mol) was added at 0° C. to 4-amino-1-phenylmethylpiperidine (50 g, 0.262 mol) in pyridine (600 mL). After the addition, the mixture was kept at room temperature overnight, and the pyridine was then evaporated. The residue was extracted with methylene chloride; and the resulting solution washed with water, dried over sodium sulfate, and the methylene chloride evaporated to dryness. The residue was dissolved in diisopropyl ether. A white product precipitated, which... The reactants are [BH4-], COc1cc(C=O)ccc1OCc1csc(N2CCOCC2)n1, [Na+], C1CCOC1, O. Yields the product COc1cc(CO)ccc1OCc1csc(N2CCOCC2)n1. Reaction SMILES: [BH4-:24].[CH3:1][O:2][c:3]1[cH:4][c:5]([CH:6]=[O:7])[cH:8][cH:9][c:10]1[O:11][CH2:12][c:13]1[n:14][c:15]([N:18]2[CH2:19][CH2:20][O:21][CH2:22][CH2:23]2)[s:16][cH:17]1.[Na+:25].[O:27]1[CH2:28][CH2:29][CH2:30][CH2:31]1.[OH2:26]>>[CH3:1][O:2][c:3]1[cH:4][c:5]([CH2:6][OH:7])[cH:8][cH:9][c:10]1[O:11][CH2:12][c:13]1[n:14][c:15]([N:18]2[CH2:19][CH2:20][O:21][CH2:22][CH2:23]2)[s:16][cH:17]1.